This data is from the Open Reaction Database (ORD), a public repository of structured organic reaction records. The task is: describe an organic reaction: reactants, conditions, products, and yield Starting materials: ClC1=C(C=C(C(=C1)Cl)Cl)O (2,4,5-Trichlorophenol), [H-].[Na+] (sodium hydride), C(C)OC(C1=C(C=CC(=C1)Cl)[N+](=O)[O-])=O (Ethyl-5-chloro-2-nitrobenzoate). Solvent: CC(=O)N(C)C (dimethylacetamide), CC(=O)N(C)C (dimethylacetamide). Reaction conditions: temperature 120 celsius. Product: ClC1=C(OC=2C=CC(=C(C(=O)OCC)C2)[N+](=O)[O-])C=C(C(=C1)Cl)Cl (ethyl 5(2,4,5-trichlorophenoxy)-2-nitrobenzoate). The yield is 38.8%. Reaction SMILES: [Cl:1][C:2]1[CH:7]=[C:6]([Cl:8])[C:5]([Cl:9])=[CH:4][C:3]=1[OH:10].[H-].[Na+].[CH2:13]([O:15][C:16](=[O:27])[C:17]1[CH:22]=[C:21](Cl)[CH:20]=[CH:19][C:18]=1[N+:24]([O-:26])=[O:25])[CH3:14]>CC(N(C)C)=O>[Cl:1][C:2]1[CH:7]=[C:6]([Cl:8])[C:5]([Cl:9])=[CH:4][C:3]=1[O:10][C:21]1[CH:20]=[CH:19][C:18]([N+:24]([O-:26])=[O:25])=[C:17]([CH:22]=1)[C:16]([O:15][CH2:13][CH3:14])=[O:27] |f:1.2|. Procedure: 2,4,5-Trichlorophenol (20 g) in dry dimethylacetamide (40 ml) was treated with sodium hydride (5.28 g of 50% dispersion in oil) in portions and the resulting mixture heated to 120° C. Ethyl-5-chloro-2-nitrobenzoate (16.5 g) was added in solution in dry dimethylacetamide (60 ml) and the mixture heated at 160° C. for ten hours. The solvent was removed and the residue washed with water and extracted with ether. The ether solution was extracted with ether. The ether solution was evaporated. The rema... The reactants are ClC1=CC=C(C=O)C=C1 (4-chlorobenzaldehyde), Cl.NO (hydroxylamine hydrochloride). Solvent: C(Cl)(Cl)Cl (chloroform). Conditions: time 18 hour. Yields the product ClC1=CC=C(C=C1)C=NO (1-(4-chlorophenyl)-N-hydroxymethaneimine). Yield: 83.8%. Reaction SMILES: [Cl:1][C:2]1[CH:9]=[CH:8][C:5]([CH:6]=O)=[CH:4][CH:3]=1.Cl.[NH2:11][OH:12]>C(Cl)(Cl)Cl>[Cl:1][C:2]1[CH:9]=[CH:8][C:5]([CH:6]=[N:11][OH:12])=[CH:4][CH:3]=1 |f:1.2|. Reported procedure: To a solution of 4-chlorobenzaldehyde (10.0 g) in chloroform (350 mL), hydroxylamine hydrochloride (10.2 g) was added and the mixture was stirred at room temperature for 18 hours in an argon atmosphere. After adding 2 mol/L hydrochloric acid (200 mL), three extractions were conducted with chloroform. The combined organic layers were washed with saturated brine and thereafter dried over anhydrous magnesium sulfate. After removing the desiccant by filtration, the filtrate was concentrated under re... Starting materials: [Li]CCCC, CCCC[Sn](Cl)(CCCC)CCCC, CCOCC, Cc1ccsc1C1OCCO1, C1CCOC1. The product is CCCC[Sn](CCCC)(CCCC)c1cc(C)c(C2OCCO2)s1. Reaction SMILES: [CH2:12]([Li:13])[CH2:14][CH2:15][CH3:16].[CH2:17]([CH2:18][CH2:19][CH3:20])[Sn:21]([CH2:22][CH2:23][CH2:24][CH3:25])([CH2:26][CH2:27][CH2:28][CH3:29])[Cl:30].[CH2:36]([O:37][CH2:38][CH3:39])[CH3:40].[CH3:1][c:2]1[c:3]([CH:7]2[O:8][CH2:9][CH2:10][O:11]2)[s:4][cH:5][cH:6]1.[O:31]1[CH2:32][CH2:33][CH2:34][CH2:35]1>>[CH3:1][c:2]1[c:3]([CH:7]2[O:8][CH2:9][CH2:10][O:11]2)[s:4][c:5]([Sn:21]([CH2:17][CH2:18][CH2:19][CH3:20])([CH2:22][CH2:23][CH2:24][CH3:25])[CH2:26][CH2:27][CH2:28][CH3:29])[cH:6]1. Starting materials: BrC1=CN(C2=CN=NC(=C21)N)C2CCCC2 (3-bromo-1-cyclopentyl-1H-pyrrolo [2,3-d]pyridazin-4-amine), O(C1=CC=CC=C1)C1=CC=C(C=C1)B(O)O (4-phenoxyphenyl boronic acid), C([O-])([O-])=O.[Na+].[Na+] (sodium carbonate). The reagents and catalysts are C=1C=CC(=CC1)[P](C=2C=CC=CC2)(C=3C=CC=CC3)[Pd]([P](C=4C=CC=CC4)(C=5C=CC=CC5)C=6C=CC=CC6)([P](C=7C=CC=CC7)(C=8C=CC=CC8)C=9C=CC=CC9)[P](C=1C=CC=CC1)(C=1C=CC=CC1)C=1C=CC=CC1 (tetrakis(triphenylphosphine)palladium(0)). The solvent is COCCOC (ethylene glycol dimethyl ether), O (water). Conditions: temperature 85 celsius. Yields the product C1(CCCC1)N1C=C(C=2C1=CN=NC2N)C2=CC=C(C=C2)OC2=CC=CC=C2 (1-cyclopentyl-3-(4-phenoxyphenyl)-1H-pyrrolo-[2,3-d]pyridazin-4-amine), O(C1=CC=CC=C1)C1=CC=C(C=C1)B(O)O (4-phenoxyphenyl boronic acid). RXN SMILES: Br[C:2]1[C:10]2[C:5](=[CH:6][N:7]=[N:8][C:9]=2[NH2:11])[N:4]([CH:12]2[CH2:16][CH2:15][CH2:14][CH2:13]2)[CH:3]=1.[O:17]([C:24]1[CH:29]=[CH:28][C:27]([B:30]([OH:32])[OH:31])=[CH:26][CH:25]=1)[C:18]1[CH:23]=[CH:22][CH:21]=[CH:20][CH:19]=1.C(=O)([O-])[O-].[Na+].[Na+]>COCCOC.O.C1C=CC([P]([Pd]([P](C2C=CC=CC=2)(C2C=CC=CC=2)C2C=CC=CC=2)([P](C2C=CC=CC=2)(C2C=CC=CC=2)C2C=CC=CC=2)[P](C2C=CC=CC=2)(C2C=CC=CC=2)C2C=CC=CC=2)(C2C=CC=CC=2)C2C=CC=CC=2)=CC=1>[CH:12]1([N:4]2[C:5]3=[CH:6][N:7]=[N:8][C:9]([NH2:11])=[C:10]3[C:2]([C:27]3[CH:28]=[CH:29][C:24]([O:17][C:18]4[CH:23]=[CH:22][CH:21]=[CH:20][CH:19]=4)=[CH:25][CH:26]=3)=[CH:3]2)[CH2:16][CH2:15][CH2:14][CH2:13]1.[O:17]([C:24]1[CH:29]=[CH:28][C:27]([B:30]([OH:32])[OH:31])=[CH:26][CH:25]=1)[C:18]1[CH:19]=[CH:20][CH:21]=[CH:22][CH:23]=1 |f:2.3.4,^1:49,51,70,89|. Reported procedure: A mixture of 3-bromo-1-cyclopentyl-1H-pyrrolo [2,3-d]pyridazin-4-amine (0.057 g, 0.178 mmol), 4-phenoxyphenyl boronic acid (0.057 g, 0.266 mmol), sodium carbonate (0.062 g, 0.588 mmol) and tetrakis(triphenylphosphine)palladium(0) (12 mg, 0.011 mmol) in ethylene glycol dimethyl ether (3 mL) and water (1.5 mL) was heated at 85° C. under an atmosphere of nitrogen for 2.5 hours. The mixture was cooled to ambient temperature and the solvent evaporated under reduced pressure. The residue was purified ... The reactants are COC1=CC=C(C=C1)C=1N=C(N(C1C1=CC=C(C=C1)OC)CC(=O)OCC)SCC1=CC=NC=C1 (Ethyl 2-[4,5-bis(4-methoxyphenyl)-2-(4-pyridylmethylsulfanyl)-1H-imidazol-1-yl]acetate), [OH-].[Na+] (NaOH). Yields the product COC1=CC=C(C=C1)C=1N=C(N(C1C1=CC=C(C=C1)OC)CC(=O)O)SCC1=CC=NC=C1 (2-[4,5-Bis(4-methoxyphenyl)-2-(4-pyridylmethylsulfanyl)-1H-imidazol-1-yl]-acetic acid). Reaction SMILES: [CH3:1][O:2][C:3]1[CH:8]=[CH:7][C:6]([C:9]2[N:10]=[C:11]([S:28][CH2:29][C:30]3[CH:35]=[CH:34][N:33]=[CH:32][CH:31]=3)[N:12]([CH2:22][C:23]([O:25]CC)=[O:24])[C:13]=2[C:14]2[CH:19]=[CH:18][C:17]([O:20][CH3:21])=[CH:16][CH:15]=2)=[CH:5][CH:4]=1.[OH-].[Na+]>>[CH3:1][O:2][C:3]1[CH:4]=[CH:5][C:6]([C:9]2[N:10]=[C:11]([S:28][CH2:29][C:30]3[CH:31]=[CH:32][N:33]=[CH:34][CH:35]=3)[N:12]([CH2:22][C:23]([OH:25])=[O:24])[C:13]=2[C:14]2[CH:15]=[CH:16][C:17]([O:20][CH3:21])=[CH:18][CH:19]=2)=[CH:7][CH:8]=1 |f:1.2|. Procedure: Starting substances: 584 mg (1.2 mmol) of Z25 from Example 124; 5 ml (10 mmol) of 2 N NaOH Reactants: C(C)(C)(C)OC(NC1=C(C=C(C=C1)C(F)(F)F)NC(CC(=O)C1=CC(=CC=C1)C=1C=NC(=CC1)C1CC1)=O)=O ((2-{3-[3-(6-cyclopropyl-pyridin-3-yl)-phenyl]-3-oxo-propionylamino}-4-trifluoromethyl-phenyl)-carbamic acid tert-butyl ester), C(=O)(C(F)(F)F)O (TFA). Solvent: C(Cl)Cl (CH2Cl2). Product: C1(CC1)C1=CC=C(C=N1)C=1C=C(C=CC1)C1=NC2=C(NC(C1)=O)C=C(C=C2)C(F)(F)F (4-[3-(6-Cyclopropyl-pyridin-3-yl)-phenyl]-8-trifluoromethyl-1,3-dihydro-benzo[b][1,4]diazepin-2-one), solid. The yield is 53.0%. Reaction SMILES: C(OC(=O)[NH:7][C:8]1[CH:13]=[CH:12][C:11]([C:14]([F:17])([F:16])[F:15])=[CH:10][C:9]=1[NH:18][C:19](=[O:38])[CH2:20][C:21]([C:23]1[CH:28]=[CH:27][CH:26]=[C:25]([C:29]2[CH:30]=[N:31][C:32]([CH:35]3[CH2:37][CH2:36]3)=[CH:33][CH:34]=2)[CH:24]=1)=O)(C)(C)C.C(O)(C(F)(F)F)=O>C(Cl)Cl>[CH:35]1([C:32]2[N:31]=[CH:30][C:29]([C:25]3[CH:24]=[C:23]([C:21]4[CH2:20][C:19](=[O:38])[NH:18][C:9]5[CH:10]=[C:11]([C:14]([F:16])([F:17])[F:15])[CH:12]=[CH:13][C:8]=5[N:7]=4)[CH:28]=[CH:27][CH:26]=3)=[CH:34][CH:33]=2)[CH2:36][CH2:37]1. Procedure details: The title compound was prepared from (2-{3-[3-(6-cyclopropyl-pyridin-3-yl)-phenyl]-3-oxo-propionylamino}-4-trifluoromethyl-phenyl)-carbamic acid tert-butyl ester (Example M153) (300 mg, 0.556 mmol) by treatment with TFA in CH2Cl2 according to the general procedure N. Obtained as a white solid (125 mg, 53%). The reactants are COC=1C=C2C(=NC=NC2=CC1OC)OC1=CC=C(N)C=C1 (4-[(6,7-Dimethoxy-4-quinazolinyl)oxy]aniline), S(=O)(Cl)Cl (thionyl chloride), CC1=C(OCC(=O)O)C=CC=C1 (2-(2-methylphenoxy)acetic acid), CC1=C(OCC(=O)N=C=S)C=CC=C1 (2-(2-methylphenoxy)ethanoyl isothiocyanate), CC1=C(OCC(=O)Cl)C=CC=C1 (2-(2-methylphenoxy)ethanoyl chloride). Run in C1(=CC=CC=C1)C (toluene), C(C)O (ethanol), C1(=CC=CC=C1)C (Toluene), C(C)O (ethanol). Run at temperature 100 celsius, time 2 hour. Yields the product COC=1C=C2C(=NC=NC2=CC1OC)OC1=CC=C(C=C1)NC(=S)NC(COC1=C(C=CC=C1)C)=O (N-{4-[(6,7-Dimethoxy-4-quinazolinyl)oxy]phenyl}-N′-[2-(2-methylphenoxy)acetyl]thiourea). The yield is 44.0%. RXN SMILES: S(Cl)(Cl)=O.CC1C=CC=CC=1OCC(O)=O.CC1C=CC=CC=1OCC(Cl)=O.[CH3:29][O:30][C:31]1[CH:32]=[C:33]2[C:38](=[CH:39][C:40]=1[O:41][CH3:42])[N:37]=[CH:36][N:35]=[C:34]2[O:43][C:44]1[CH:50]=[CH:49][C:47]([NH2:48])=[CH:46][CH:45]=1.[CH3:51][C:52]1[CH:64]=[CH:63][CH:62]=[CH:61][C:53]=1[O:54][CH2:55][C:56]([N:58]=[C:59]=[S:60])=[O:57]>C1(C)C=CC=CC=1.C(O)C>[CH3:29][O:30][C:31]1[CH:32]=[C:33]2[C:38](=[CH:39][C:40]=1[O:41][CH3:42])[N:37]=[CH:36][N:35]=[C:34]2[O:43][C:44]1[CH:50]=[CH:49][C:47]([NH:48][C:59]([NH:58][C:56](=[O:57])[CH2:55][O:54][C:53]2[CH:61]=[CH:62][CH:63]=[CH:64][C:52]=2[CH3:51])=[S:60])=[CH:46][CH:45]=1. Procedure details: Toluene (20 ml) and thionyl chloride (1 ml) were added to commercially available 2-(2-methylphenoxy)acetic acid (80 mg), and the mixture was heated at 100° C. for one hr. The solvent was removed by distillation, and 2-(2-methylphenoxy)ethanoyl isothiocyanate was prepared using the resultant 2-(2-methylphenoxy)ethanoyl chloride as a starting compound according to the description of the literature. 4-[(6,7-Dimethoxy-4-quinazolinyl)oxy]aniline (50 mg) was dissolved in toluene (5 ml) and ethanol (1 ...